This data is from the Open Reaction Database (ORD), a public repository of structured organic reaction records. The task is: describe an organic reaction: reactants, conditions, products, and yield RXN SMILES: [Ag+:28].[Br:1][CH:2]([c:3]1[s:4][c:5](-[c:13]2[cH:14][cH:15][cH:16][cH:17][cH:18]2)[c:6]([C:8](=[O:9])[O:10][CH2:11][CH3:12])[n:7]1)[Br:19].[CH3:21][CH2:22][OH:23].[ClH:20].[N+:24]([O-:25])([O-:26])=[O:27]>>[CH:2]([c:3]1[s:4][c:5](-[c:13]2[cH:14][cH:15][cH:16][cH:17][cH:18]2)[c:6]([C:8](=[O:9])[O:10][CH2:11][CH3:12])[n:7]1)=[O:23]. Yields the product CCOC(=O)c1nc(C=O)sc1-c1ccccc1. The reactants are [Ag+], CCOC(=O)c1nc(C(Br)Br)sc1-c1ccccc1, CCO, Cl, O=[N+]([O-])[O-]. Starting materials: C1(CC1)COC1=NC=CC=C1C1=NC2=C(N1CC1=CC=C(C=C1)CCC(=O)O)C=C(C(=C2)F)F (3-{4-[2-(2-Cyclopropylmethoxy-pyridin-3-yl)-5,6-difluoro-benzoimidazol-1-ylmethyl]-phenyl}-propionic acid), FC1=CC2=C(NC(=N2)C2=C(COC3=C(C=C(C#N)C=C3)F)C=CC=C2)C=C1F (4-[2-(5,6-difluoro-1H-benzoimidazol-2-yl)-benzyloxy]-3-fluoro-benzonitrile), BrCC1CCCCC1 (bromomethyl-cyclohexane), powder. The product is C1(CCCCC1)CN1C(=NC2=C1C=C(C(=C2)F)F)C2=C(COC1=C(C=C(C#N)C=C1)F)C=CC=C2 (4-[2-(1-Cyclohexylmethyl-5,6-difluoro-1H-benzoimidazol-2-yl)-benzyloxy]-3-fluoro-benzonitrile). RXN SMILES: C1(COC2C(C3N([CH2:17][C:18]4[CH:23]=[CH:22][C:21](CCC(O)=O)=[CH:20][CH:19]=4)C4C=C(F)C(F)=CC=4N=3)=CC=CN=2)CC1.[F:35][C:36]1[C:61]([F:62])=[CH:60][C:39]2[NH:40][C:41]([C:43]3[CH:59]=[CH:58][CH:57]=[CH:56][C:44]=3[CH2:45][O:46][C:47]3[CH:54]=[CH:53][C:50]([C:51]#[N:52])=[CH:49][C:48]=3[F:55])=[N:42][C:38]=2[CH:37]=1.BrCC1CCCCC1>>[CH:18]1([CH2:17][N:42]2[C:38]3[CH:37]=[C:36]([F:35])[C:61]([F:62])=[CH:60][C:39]=3[N:40]=[C:41]2[C:43]2[CH:59]=[CH:58][CH:57]=[CH:56][C:44]=2[CH2:45][O:46][C:47]2[CH:54]=[CH:53][C:50]([C:51]#[N:52])=[CH:49][C:48]=2[F:55])[CH2:23][CH2:22][CH2:21][CH2:20][CH2:19]1. Reported procedure: The compound was prepared in analogy to Example 19, intermediate b, from 4-[2-(5,6-difluoro-1H-benzoimidazol-2-yl)-benzyloxy]-3-fluoro-benzonitrile and bromomethyl-cyclohexane (CAS Reg. No. 2550-36-9). Yellow powder (69%). MS (Turbo Spray): m/z=476.4 (M+H). Starting materials: C(C=C)O[C@@H]1[C@H](COC[C@@H](C(O[C@H]1C)=O)N(C(OC(C)(C)C)=O)C(=O)OC(C)(C)C)OCCCC (tert-butyl N-[(3S,7S,8S,9S)-8-allyloxy-7-butoxy-9-methyl-2-oxo-1,5-dioxonan-3-yl]-N-tert-butoxycarbonylcarbamate), C(=O)(O)[O-].[Na+] (NaHCO3), CSC (DMS), O=[O+][O-] (ozone). The solvent is CO (MeOH), C(Cl)Cl (DCM). Reaction conditions: time 20 hour. Product: C(C)(C)(C)OC(=O)N(C(OC(C)(C)C)=O)[C@@H]1C(O[C@H]([C@@H]([C@H](COC1)OCCCC)OCC=O)C)=O (tert-butyl N-tert-butoxycarbonyl-N-[(3S,7S,8S,9S)-7-butoxy-9-methyl-2-oxo-8-(2-oxoethoxy)-1,5-dioxonan-3-yl]carbamate). Isolated yield 907.8%. As a reaction SMILES: [CH2:1]([O:4][C@H:5]1[C@H:13]([CH3:14])[O:12][C:11](=[O:15])[C@@H:10]([N:16]([C:24]([O:26][C:27]([CH3:30])([CH3:29])[CH3:28])=[O:25])[C:17](=[O:23])[O:18][C:19]([CH3:22])([CH3:21])[CH3:20])[CH2:9][O:8][CH2:7][C@@H:6]1[O:31][CH2:32][CH2:33][CH2:34][CH3:35])[CH:2]=C.C([O-])(O)=[O:37].[Na+].O=[O+][O-].CSC>CO.C(Cl)Cl>[C:19]([O:18][C:17]([N:16]([C@H:10]1[CH2:9][O:8][CH2:7][C@H:6]([O:31][CH2:32][CH2:33][CH2:34][CH3:35])[C@@H:5]([O:4][CH2:1][CH:2]=[O:37])[C@H:13]([CH3:14])[O:12][C:11]1=[O:15])[C:24](=[O:25])[O:26][C:27]([CH3:28])([CH3:29])[CH3:30])=[O:23])([CH3:21])([CH3:22])[CH3:20] |f:1.2|. Reported procedure: A mixture of tert-butyl N-[(3S,7S,8S,9S)-8-allyloxy-7-butoxy-9-methyl-2-oxo-1,5-dioxonan-3-yl]-N-tert-butoxycarbonylcarbamate (0.350 g, 0.698 mmol) and NaHCO3 (5.86 mg, 0.070 mmol) in MeOH (0.21 ml) and DCM (6.8 ml) was treated with ozone at −78° C. until the solution became light blue in color. The mixture was purged with nitrogen until colorless and quenched by the addition of DMS (0.10 ml, 1.40 mmol). The reaction mixture was slowly warmed to room temperature and stirred for 20 h. The mixture... Reagents/catalysts: [Pd] (palladium). The solvent is CO (methanol). Run at time 24 hour. Product: O[C@@H]1[C@]2(O[C@H]([C@@H]1OC2)N2C=1N=C(NC(C1N=C2)=O)NC(C(C)C)=O)CO ((1S,3R,4R,7S)-7-Hydroxy-1-hydroxymethyl-3-(2-N-isobutyrylguanin-9-yl)-2,5-dioxabicyclo[2.2.1]heptane), solid. Starting materials: C(C1=CC=CC=C1)O[C@@H]1[C@]2(O[C@H]([C@@H]1OC2)N2C=1N=C(NC(C1N=C2)=O)NC(C(C)C)=O)COCC2=CC=CC=C2 ((1S,3R,4R,7S)-7-Benzyloxy-1-benzyloxymethyl-3-(2-N-isobutyrylguanin-9-yl)-2,5-dioxabicyclo[2.2.1]heptane). The yield is 92.0%. Procedure details: A mixture of nucleoside 50 (717 mg, 1.31 mmol) and 10% palladium over carbon (500 mg) was suspended in methanol (8 cm3) at room temperature. The mixture was degassed several times under reduced pressure and placed under a hydrogen atmosphere. After stirring for 24 h the mixture was purified by silica gel column chromatography using methanol/dichloromethane (8-20%, v/v) as eluent to give nucleoside 51 as a glass-like solid (440 mg, 92%). δH (CD3OD) 8.12 (1H, br s, 8-H), 5.86 (1H, s, 1′-H), 4.50 (... As a reaction SMILES: C([O:8][C@H:9]1[C@H:13]2[O:14][CH2:15][C@:10]1([CH2:32][O:33]CC1C=CC=CC=1)[O:11][C@H:12]2[N:16]1[CH:24]=[N:23][C:22]2[C:21](=[O:25])[NH:20][C:19]([NH:26][C:27](=[O:31])[CH:28]([CH3:30])[CH3:29])=[N:18][C:17]1=2)C1C=CC=CC=1>CO.[Pd]>[OH:8][C@H:9]1[C@H:13]2[O:14][CH2:15][C@:10]1([CH2:32][OH:33])[O:11][C@H:12]2[N:16]1[CH:24]=[N:23][C:22]2[C:21](=[O:25])[NH:20][C:19]([NH:26][C:27](=[O:31])[CH:28]([CH3:29])[CH3:30])=[N:18][C:17]1=2. The reactants are COC(CC1=C2C(=C(C(=NC2=C(C=C1)Cl)C)CC1=CC=C(C=C1)S(=O)(=O)C)C)=O ([8-chloro-3-(4-methanesulfonylbenzyl)-2,4-dimethylquinolin-5-yl]acetic acid methyl ester), CO (methanol), [OH-].[Na+] (sodium hydroxide). Solvent: C(=O)O (formic acid). Product: ClC=1C=CC(=C2C(=C(C(=NC12)C)CC1=CC=C(C=C1)S(=O)(=O)C)C)CC(=O)O ([8-chloro-3-(4-methanesulfonylbenzyl)-2,4-dimethylquinolin-5-yl]acetic Acid). As a reaction SMILES: C[O:2][C:3](=[O:29])[CH2:4][C:5]1[CH:14]=[CH:13][C:12]([Cl:15])=[C:11]2[C:6]=1[C:7]([CH3:28])=[C:8]([CH2:17][C:18]1[CH:23]=[CH:22][C:21]([S:24]([CH3:27])(=[O:26])=[O:25])=[CH:20][CH:19]=1)[C:9]([CH3:16])=[N:10]2.CO.[OH-].[Na+]>C(O)=O>[Cl:15][C:12]1[CH:13]=[CH:14][C:5]([CH2:4][C:3]([OH:29])=[O:2])=[C:6]2[C:11]=1[N:10]=[C:9]([CH3:16])[C:8]([CH2:17][C:18]1[CH:19]=[CH:20][C:21]([S:24]([CH3:27])(=[O:25])=[O:26])=[CH:22][CH:23]=1)=[C:7]2[CH3:28] |f:2.3|. Reported procedure: A solution of [8-chloro-3-(4-methanesulfonylbenzyl)-2,4-dimethylquinolin-5-yl]acetic acid methyl ester (0.050 g), methanol (3.0 mL) and 1.0 M aqueous sodium hydroxide solution (0.63 mL) was stirred at room temperature for 18 hours. The pH of the solution was adjusted to 5 by the addition of formic acid and the solvent removed under reduced pressure. Purification of the residue by preparative reverse-phase HPLC using a gradient over 30 minutes of acetonitrile in water (30% to 70% of organic modif... The reactants are CC(=O)N(CCC(=O)O)c1c(C)cccc1C, COC(=O)CCCNc1ccc(OC)cc1. The product is COC(=O)CCCN(C(=O)CCN(C(C)=O)c1c(C)cccc1C)c1ccc(OC)cc1. RXN SMILES: [C:1]([CH3:2])(=[O:3])[N:4]([c:5]1[c:6]([CH3:12])[cH:7][cH:8][cH:9][c:10]1[CH3:11])[CH2:13][CH2:14][C:15](=[O:16])[OH:17].[CH3:18][O:19][c:20]1[cH:21][cH:22][c:23]([NH:26][CH2:27][CH2:28][CH2:29][C:30](=[O:31])[O:32][CH3:33])[cH:24][cH:25]1>>[C:1]([CH3:2])(=[O:3])[N:4]([c:5]1[c:6]([CH3:12])[cH:7][cH:8][cH:9][c:10]1[CH3:11])[CH2:13][CH2:14][C:15](=[O:17])[N:26]([c:23]1[cH:22][cH:21][c:20]([O:19][CH3:18])[cH:25][cH:24]1)[CH2:27][CH2:28][CH2:29][C:30](=[O:31])[O:32][CH3:33]. The reactants are FC1=CC=C(C=C1)N1C(C(C1C1=CC=C(C=C1)O)CCC(O)C1=CC=C(C=C1)F)=O (1-(4-fluorophenyl)-3-[3-(4-fluorophenyl)-3-hydroxypropyl]-4-(4-hydroxyphenyl)-azetidin-2-one), BrCC1=C(C=CC=C1)CBr (1,2-bisbromomethylbenzene), C([O-])([O-])=O.[K+].[K+] (potassium carbonate). Product: BrCC1=C(COC2=CC=C(C=C2)C2C(C(N2C2=CC=C(C=C2)F)=O)CCC(O)C2=CC=C(C=C2)F)C=CC=C1 (4-[4-(2-Bromomethylbenzyloxy)phenyl]-1-(4-fluorophenyl)-3-[3-(4-fluorophenyl)-3-hydroxypropyl]-azetidin-2-one). Reaction SMILES: [F:1][C:2]1[CH:7]=[CH:6][C:5]([N:8]2[CH:11]([C:12]3[CH:17]=[CH:16][C:15]([OH:18])=[CH:14][CH:13]=3)[CH:10]([CH2:19][CH2:20][CH:21]([C:23]3[CH:28]=[CH:27][C:26]([F:29])=[CH:25][CH:24]=3)[OH:22])[C:9]2=[O:30])=[CH:4][CH:3]=1.[Br:31][CH2:32][C:33]1[CH:38]=[CH:37][CH:36]=[CH:35][C:34]=1[CH2:39]Br.C(=O)([O-])[O-].[K+].[K+]>>[Br:31][CH2:32][C:33]1[CH:38]=[CH:37][CH:36]=[CH:35][C:34]=1[CH2:39][O:18][C:15]1[CH:14]=[CH:13][C:12]([CH:11]2[N:8]([C:5]3[CH:4]=[CH:3][C:2]([F:1])=[CH:7][CH:6]=3)[C:9](=[O:30])[CH:10]2[CH2:19][CH2:20][CH:21]([C:23]2[CH:24]=[CH:25][C:26]([F:29])=[CH:27][CH:28]=2)[OH:22])=[CH:17][CH:16]=1 |f:2.3.4|. Procedure: 1-(4-Fluorophenyl)-3-[3-(4-fluorophenyl)-3-hydroxypropyl]-4-(4-hydroxyphenyl)-azetidin-2-one (11) was reacted with 1,2-bisbromomethylbenzene and potassium carbonate analogously to Example IV, giving a colorless solid (15) of molecular weight 592.49 (C32H28BrF2NO3); MS (ESI): 592.2 (MH+). Reactants: COC1=C(C=C(C=C1)[C@H]1[C@H](CCCC1)[N+](=O)[O-])OC ((+/−)-cis-1,2-dimethoxy-4-(2-nitrocyclohexyl)benzene), CO (methanol), O.NN (hydrazine hydrate). The reagents and catalysts are [Ni] (Raney nickel). Reaction conditions: time 8 hour. Yields the product COC=1C=C(C=CC1OC)[C@@H]1[C@@H](CCCC1)NC(C1=CC=C(C=C1)C(CC)=O)=O ((−)-cis-N-[2-(3,4-Dimethoxyphenyl)cyclohexyl]-4-propionylbenzamide). As a reaction SMILES: [CH3:1][O:2][C:3]1[CH:8]=[CH:7][C:6]([C@@H:9]2[CH2:14][CH2:13][CH2:12][CH2:11][C@@H:10]2[N+:15]([O-])=O)=[CH:5][C:4]=1[O:18][CH3:19].[OH2:20].NN.[CH3:23][OH:24]>[Ni]>[CH3:19][O:18][C:4]1[CH:5]=[C:6]([C@H:9]2[CH2:14][CH2:13][CH2:12][CH2:11][C@H:10]2[NH:15][C:23](=[O:24])[C:3]2[CH:8]=[CH:7][C:6]([C:9](=[O:20])[CH2:10][CH3:11])=[CH:5][CH:4]=2)[CH:7]=[CH:8][C:3]=1[O:2][CH3:1] |f:1.2|. Procedure: 8.5 g of (+/−)-cis-1,2-dimethoxy-4-(2-nitrocyclohexyl)benzene are dissolved in 400 ml of methanol and treated at RT with 7 ml of hydrazine hydrate and 2.5 g of Raney nickel in portions in the course of 8 h. After stirring overnight at RT, the reaction mixture is filtered, the filtrate is concentrated and the residue is chromatographed on silica gel using a mixture of toluene/ethyl acetate/triethylamine=4/2/0.5. The title compound is obtained as an oil. Product: crystals, C(C)(C)NC(CC1=CC=C(C=C1)C=C)=O (N-Isopropyl-4-vinylphenylacetamide). Reaction SMILES: [CH:1]([NH:4][C:5](=[O:14])[CH2:6][C:7]1[CH:12]=[CH:11][C:10](Br)=[CH:9][CH:8]=1)([CH3:3])[CH3:2].[CH:15]([Sn](CCCC)(CCCC)CCCC)=[CH2:16]>C1(C)C=CC=CC=1.C(OCC)(=O)C.C1C=CC([P]([Pd]([P](C2C=CC=CC=2)(C2C=CC=CC=2)C2C=CC=CC=2)([P](C2C=CC=CC=2)(C2C=CC=CC=2)C2C=CC=CC=2)[P](C2C=CC=CC=2)(C2C=CC=CC=2)C2C=CC=CC=2)(C2C=CC=CC=2)C2C=CC=CC=2)=CC=1>[CH:1]([NH:4][C:5](=[O:14])[CH2:6][C:7]1[CH:12]=[CH:11][C:10]([CH:15]=[CH2:16])=[CH:9][CH:8]=1)([CH3:3])[CH3:2] |^1:46,48,67,86|. Run in C1(=CC=CC=C1)C (toluene), C(C)(=O)OCC (ethyl acetate). Yield: 72.8%. Procedure details: N-Isopropyl-4-bromophenylacetamide (1.0 g) and vinyltributyltin (1.4 ml) were dissolved in toluene (12 ml). After adding tetrakistriphenylphosphinepalladium (0.5 g) thereto, the resultant mixture was heated under reflux for 4 hr. Then it was allowed to cool and diluted with ethyl acetate. The resulting solid was filtered off and the filtrate was concentrated under reduced pressure. The obtained residue was purified by silica gel column chromatography (hexane/ethyl acetate system) to give colorle... Reactants: C(C)(C)NC(CC1=CC=C(C=C1)Br)=O (N-Isopropyl-4-bromophenylacetamide), C(=C)[Sn](CCCC)(CCCC)CCCC (vinyltributyltin), resultant mixture. The reagents and catalysts are C=1C=CC(=CC1)[P](C=2C=CC=CC2)(C=3C=CC=CC3)[Pd]([P](C=4C=CC=CC4)(C=5C=CC=CC5)C=6C=CC=CC6)([P](C=7C=CC=CC7)(C=8C=CC=CC8)C=9C=CC=CC9)[P](C=1C=CC=CC1)(C=1C=CC=CC1)C=1C=CC=CC1 (tetrakistriphenylphosphinepalladium). Starting materials: Cl.Cl.N1CCC(CC1)\C=C/1\C(=NC(S1)=O)NCC#C ((5Z)-5-(piperidin-4-ylmethylidene)-4-(prop-2-yn-1-ylamino)-1,3-thiazol-2(5H)-one dihydrochloride), ClC1=C(C=O)C=CC(=C1)C(F)(F)F (2-chloro-4-(trifluoromethyl)benzaldehyde), C(O)([O-])=O.[Na+] (sodium hydrogen carbonate), C(C)(=O)O[BH-](OC(C)=O)OC(C)=O.[Na+] (sodium triacetoxyborohydride). The solvent is CN(C)C=O (DMF), C(C)N(CC)CC (triethylamine). Run at time 1 hour. Yields the product ClC1=C(CN2CCC(CC2)\C=C/2\C(=NC(S2)=O)NCC#C)C=CC(=C1)C(F)(F)F ((5Z)-5-({1-[2-chloro-4-(trifluoromethyl)benzyl]piperidin-4-yl}methylidene)-4-(prop-2-yn-1-ylamino)-1,3-thiazol-2(5H)-one). Isolated yield 31.1%. RXN SMILES: Cl.Cl.[NH:3]1[CH2:8][CH2:7][CH:6](/[CH:9]=[C:10]2/[C:11]([NH:16][CH2:17][C:18]#[CH:19])=[N:12][C:13](=[O:15])[S:14]/2)[CH2:5][CH2:4]1.[Cl:20][C:21]1[CH:28]=[C:27]([C:29]([F:32])([F:31])[F:30])[CH:26]=[CH:25][C:22]=1[CH:23]=O.C(O[BH-](OC(=O)C)OC(=O)C)(=O)C.[Na+].C(=O)([O-])O.[Na+]>CN(C=O)C.C(N(CC)CC)C>[Cl:20][C:21]1[CH:28]=[C:27]([C:29]([F:30])([F:31])[F:32])[CH:26]=[CH:25][C:22]=1[CH2:23][N:3]1[CH2:8][CH2:7][CH:6](/[CH:9]=[C:10]2/[C:11]([NH:16][CH2:17][C:18]#[CH:19])=[N:12][C:13](=[O:15])[S:14]/2)[CH2:5][CH2:4]1 |f:0.1.2,4.5,6.7|. Procedure details: To a solution of (5Z)-5-(piperidin-4-ylmethylidene)-4-(prop-2-yn-1-ylamino)-1,3-thiazol-2(5H)-one dihydrochloride (200 mg) in DMF (3 mL) were added triethylamine (0.35 mL) and 2-chloro-4-(trifluoromethyl)benzaldehyde (129 mg). The reaction mixture was stirred at room temperature for 1 hr, and sodium triacetoxyborohydride (554 mg) was added. The reaction mixture was stirred at room temperature for 3 hr, saturated aqueous sodium hydrogen carbonate solution was added, and the mixture was extracted ...